This data is from the Open Reaction Database (ORD), a public repository of structured organic reaction records. The task is: describe an organic reaction: reactants, conditions, products, and yield Reactants: C1CCOC1, [Li]CCCC, CCCCCC, CC(=O)c1cc2c(cc1C)OC(C)(C)CC2(C)C, CC(C)[N-]C(C)C, CC(C)NC(C)C, Cl, [Li+], O, CCOP(=O)(Cl)OCC. Yields the product C#Cc1cc2c(cc1C)OC(C)(C)CC2(C)C. As a reaction SMILES: [CH2:49]1[O:50][CH2:51][CH2:52][CH2:53]1.[CH3:1][CH2:2][CH2:3][CH2:4][Li:5].[CH3:54][CH2:55][CH2:56][CH2:57][CH2:58][CH3:59].[CH3:6][C:7]1([CH3:23])[O:8][c:9]2[cH:10][c:11]([CH3:22])[c:12]([C:19]([CH3:20])=[O:21])[cH:13][c:14]2[C:15]([CH3:17])([CH3:18])[CH2:16]1.[CH:33]([N-:34][CH:35]([CH3:36])[CH3:37])([CH3:38])[CH3:39].[CH:41]([NH:42][CH:43]([CH3:44])[CH3:45])([CH3:46])[CH3:47].[ClH:48].[Li+:40].[OH2:60].[P:24]([Cl:25])([O:26][CH2:27][CH3:28])([O:29][CH2:30][CH3:31])=[O:32]>>[CH3:6][C:7]1([CH3:23])[O:8][c:9]2[cH:10][c:11]([CH3:22])[c:12]([C:19]#[CH:20])[cH:13][c:14]2[C:15]([CH3:17])([CH3:18])[CH2:16]1. The reactants are ClCCl, Nc1cc(Br)cnc1Cl, O=S(=O)(Cl)c1ccccc1, c1ccncc1. Product: O=S(=O)(Nc1cc(Br)cnc1Cl)c1ccccc1. As a reaction SMILES: [Cl:26][CH2:27][Cl:28].[NH2:1][c:2]1[c:3]([Cl:9])[n:4][cH:5][c:6]([Br:8])[cH:7]1.[c:16]1([S:22](=[O:23])(=[O:24])[Cl:25])[cH:17][cH:18][cH:19][cH:20][cH:21]1.[cH:10]1[cH:11][cH:12][n:13][cH:14][cH:15]1>>[NH:1]([c:2]1[c:3]([Cl:9])[n:4][cH:5][c:6]([Br:8])[cH:7]1)[S:22]([c:16]1[cH:17][cH:18][cH:19][cH:20][cH:21]1)(=[O:23])=[O:24]. Procedure details: The title compound was prepared by hydrolysis of the compound prepared in Example 15a in a mixture of methylene chloride (5 ml) and diethyl ether (25 ml). This mixture was stirred vigorously with hydrochloric acid (2 ml, 38%), for 5 minutes. After work up and chromatography (methylene chloride, alumina act. II-III) the title compound was obtained (55 mg, 15%). Solvent: C(Cl)Cl (methylene chloride), C(Cl)Cl (methylene chloride). Yields the product ClCC(C1=CC[C@H]2[C@@H]3CCC4=CC(CC[C@]4(C)[C@H]3CC[C@]12C)=O)=O (21-chloro-pregna-4,16-diene-3,20-dione). Reactants: COC1=CC2=CC[C@H]3[C@@H]4CC=C(C(CCl)(S(=O)(=O)C5=CC=C(C=C5)C)[N+]#[C-])[C@]4(CC[C@@H]3[C@]2(CC1)C)C (3-methoxy-20-isocyano-20-p-methylphenylsulfonyl-21-chloro-pregna-3,5,16-triene), C(C)OCC (diethyl ether), Cl (hydrochloric acid). As a reaction SMILES: C[O:2][C:3]1[CH2:34][CH2:33][C@@:32]2([CH3:35])[C:5](=[CH:6][CH2:7][C@@H:8]3[C@@H:31]2[CH2:30][CH2:29][C@@:28]2([CH3:36])[C@H:9]3[CH2:10][CH:11]=[C:12]2[C:13]([N+]#[C-])(S(C2C=CC(C)=CC=2)(=O)=O)[CH2:14]Cl)[CH:4]=1.[ClH:37].C([O:40]CC)C>C(Cl)Cl>[Cl:37][CH2:14][C:13](=[O:40])[C:12]1[C@:28]2([CH3:36])[C@H:9]([C@H:8]3[C@H:31]([CH2:30][CH2:29]2)[C@:32]2([CH3:35])[C:5](=[CH:4][C:3](=[O:2])[CH2:34][CH2:33]2)[CH2:6][CH2:7]3)[CH2:10][CH:11]=1. The product is C(C1=CC=CC=C1)C1C(C(CCCCC1)CC1=CC=CC=C1)=O (2,8-Dibenzylcyclooctanone), crystals. Procedure: 2,8-Dibenzylcyclooctanone is prepared by stirring 25 grams of cyclooctanone, 54 grams of benzaldehyde, 30 grams of potassium hydroxide and 500 milliliters of methanol at reflux temperatures for 4 hours. The mixture is then cooled to room temperature and 200 milliliters of water are added followed by 300 milliliters of ether. The ether layer is separated and the ether and methanol are then removed by distillation. The residue is taken up in 200 milliliters of ethanol and hydrogenated at 1,000 p.s... Run in O (water), CCOCC (ether). Reactants: C1(CCCCCCC1)=O (cyclooctanone), C(C1=CC=CC=C1)=O (benzaldehyde), [OH-].[K+] (potassium hydroxide), CO (methanol). Reaction SMILES: [C:1]1(=[O:9])[CH2:8][CH2:7][CH2:6][CH2:5][CH2:4][CH2:3][CH2:2]1.[CH:10](=O)[C:11]1[CH:16]=[CH:15][CH:14]=[CH:13][CH:12]=1.[OH-].[K+].CO>CCOCC.O>[CH2:10]([CH:2]1[CH2:3][CH2:4][CH2:5][CH2:6][CH2:7][CH:8]([CH2:10][C:11]2[CH:16]=[CH:15][CH:14]=[CH:13][CH:12]=2)[C:1]1=[O:9])[C:11]1[CH:16]=[CH:15][CH:14]=[CH:13][CH:12]=1 |f:2.3|. Reactants: CO, O=S(=O)(O)O, CC(C(=O)O)c1ccccc1. The product is COC(=O)C(C)c1ccccc1. RXN SMILES: [CH3:12][OH:13].[S:14](=[O:15])(=[O:16])([OH:17])[OH:18].[c:1]1([CH:7]([C:8](=[O:9])[OH:10])[CH3:11])[cH:2][cH:3][cH:4][cH:5][cH:6]1>>[c:1]1([CH:7]([C:8](=[O:9])[O:10][CH3:12])[CH3:11])[cH:2][cH:3][cH:4][cH:5][cH:6]1. Reactants: Cc1ccccc1, O=C(Cl)c1ccc(Cl)c([N+](=O)[O-])c1, Cl, Nc1ccc(Br)cn1. The product is O=C(Nc1ccc(Br)cn1)c1ccc(Cl)c([N+](=O)[O-])c1. As a reaction SMILES: [CH3:23][c:24]1[cH:25][cH:26][cH:27][cH:28][cH:29]1.[Cl:1][c:2]1[c:3]([N+:11](=[O:12])[O-:13])[cH:4][c:5]([C:6](=[O:7])[Cl:8])[cH:9][cH:10]1.[ClH:22].[NH2:14][c:15]1[n:16][cH:17][c:18]([Br:21])[cH:19][cH:20]1>>[Cl:1][c:2]1[c:3]([N+:11](=[O:12])[O-:13])[cH:4][c:5]([C:6](=[O:7])[NH:14][c:15]2[n:16][cH:17][c:18]([Br:21])[cH:19][cH:20]2)[cH:9][cH:10]1. Reactants: O=[N+]([O-])c1cc(Br)cnc1Cl, CN, CO, C1CCOC1. Product: CNc1ncc(Br)cc1[N+](=O)[O-]. Reaction SMILES: [Br:1][c:2]1[cH:3][c:4]([N+:9](=[O:10])[O-:11])[c:5]([Cl:8])[n:6][cH:7]1.[CH3:17][NH2:18].[CH3:19][OH:20].[O:12]1[CH2:13][CH2:14][CH2:15][CH2:16]1>>[Br:1][c:2]1[cH:3][c:4]([N+:9](=[O:10])[O-:11])[c:5]([NH:18][CH3:17])[n:6][cH:7]1. Product: C1(CCCCC1)N1C(C=2N(C=3N(C(C2C1)=O)N=C(C3)C3=CC=CC=C3)C)=O (6-Cyclohexyl-6,7-dihydro-4-methyl-2-phenyl-4H-pyrazolo-[1,5-a]pyrrolo[3,4-d]pyrimidine-5,8-dione). Reported procedure: To a suspension of 6-cyclohexyl-4,7-dihydro-2-phenyl-5H-pyrazolo[1,5-a]pyrrolo[3,4-d]pyrimidine-5,8(6H)dione (2.00 g, 5.75 mmole) and potassium carbonate (795 mg, 5.75 mmole) in dry dimethylformamide (DMF, 30 mL) was added methyl idodide (0.72 mL, 12 mmole). The flask was stoppered tightly and stirred at room temperature for 24 hours. The mixture was diluted with water (150 mL), stirred for 10 minutes and suction filtered. The collected solid was washed once with water and once with 95% ethanol.... The yield is 83.0%. The reactants are C1(CCCCC1)N1C(C=2NC=3N(C(C2C1)=O)N=C(C3)C3=CC=CC=C3)=O (6-cyclohexyl-4,7-dihydro-2-phenyl-5H-pyrazolo[1,5-a]pyrrolo[3,4-d]pyrimidine-5,8(6H)dione), C([O-])([O-])=O.[K+].[K+] (potassium carbonate). Reaction SMILES: [CH:1]1([N:7]2[CH2:15][C:14]3[C:13](=[O:16])[N:12]4[N:17]=[C:18]([C:20]5[CH:25]=[CH:24][CH:23]=[CH:22][CH:21]=5)[CH:19]=[C:11]4[NH:10][C:9]=3[C:8]2=[O:26])[CH2:6][CH2:5][CH2:4][CH2:3][CH2:2]1.[C:27](=O)([O-])[O-].[K+].[K+]>CN(C)C=O.O>[CH:1]1([N:7]2[CH2:15][C:14]3[C:13](=[O:16])[N:12]4[N:17]=[C:18]([C:20]5[CH:25]=[CH:24][CH:23]=[CH:22][CH:21]=5)[CH:19]=[C:11]4[N:10]([CH3:27])[C:9]=3[C:8]2=[O:26])[CH2:6][CH2:5][CH2:4][CH2:3][CH2:2]1 |f:1.2.3|. Conditions: time 24 hour. Solvent: CN(C=O)C (dimethylformamide), O (water). The product is C(C)OC(=O)C1CCN(CC1)C1=NC=C(C=C1)C(NC1=CC(=C(C=C1)I)Cl)=O (5′-(3-Chloro-4-iodo-phenylcarbamoyl)-3,4,5,6-tetrahydro-2H-[1,2′]bipyridinyl-4-carboxylic acid ethyl ester). As a reaction SMILES: Cl[C:2]1[CH:18]=[CH:17][C:5]([C:6]([NH:8][C:9]2[CH:14]=[CH:13][C:12]([I:15])=[C:11]([Cl:16])[CH:10]=2)=[O:7])=[CH:4][N:3]=1.[NH:19]1[CH2:29][CH2:28][CH:22]([C:23]([O:25][CH2:26][CH3:27])=[O:24])[CH2:21][CH2:20]1.C(N(C(C)C)CC)(C)C>CN(C1C=CN=CC=1)C.O1CCOCC1>[CH2:26]([O:25][C:23]([CH:22]1[CH2:28][CH2:29][N:19]([C:2]2[CH:18]=[CH:17][C:5]([C:6](=[O:7])[NH:8][C:9]3[CH:14]=[CH:13][C:12]([I:15])=[C:11]([Cl:16])[CH:10]=3)=[CH:4][N:3]=2)[CH2:20][CH2:21]1)=[O:24])[CH3:27]. Reagents/catalysts: CN(C)C=1C=CN=CC1 (DMAP). The solvent is O1CCOCC1 (dioxane). Starting materials: ClC1=NC=C(C(=O)NC2=CC(=C(C=C2)I)Cl)C=C1 (6-Chloro-N-(3-chloro-4-iodo-phenyl)-nicotinamide), N1CCC(C(=O)OCC)CC1 (ethyl isonipecotate), C(C)(C)N(CC)C(C)C (diisopropyl ethyl amine), N1CCC(C(=O)OCC)CC1 (ethyl isonipecotate). Run at temperature 95 celsius. Procedure details: A solution of 6-Chloro-N-(3-chloro-4-iodo-phenyl)-nicotinamide (100 mg, 0.26 mmol), ethyl isonipecotate (60 mg, 0.38 mmol), diisopropyl ethyl amine (0.14 mL, 0.77 mmol) and a catalytic amount of DMAP in dioxane, in a sealed tube was heated at 85° C. for 19 h. Followed addition of another portion of ethyl isonipecotate (60 mg, 0.38 mmol) and the mixture was heated at 95° C. for 24 h. The mixture was then cooled, the solvent was evaporated and the residue was purified with a silica gel column and ...